The task is: describe an organic reaction: reactants, conditions, products, and yield. This data is from the Open Reaction Database (ORD), a public repository of structured organic reaction records. The product is CC(=O)c1ccc(OCCCCN)cc1. Starting materials: CC(=O)c1ccc(OCCCCN2C(=O)c3ccccc3C2=O)cc1, CCO, NN. Reaction SMILES: [C:1]([CH3:2])(=[O:3])[c:4]1[cH:5][cH:6][c:7]([O:8][CH2:9][CH2:10][CH2:11][CH2:12][N:13]2[C:14](=[O:15])[c:16]3[c:17]([cH:18][cH:19][cH:20][cH:21]3)[C:22]2=[O:23])[cH:24][cH:25]1.[CH3:28][CH2:29][OH:30].[NH2:26][NH2:27]>>[C:1]([CH3:2])(=[O:3])[c:4]1[cH:5][cH:6][c:7]([O:8][CH2:9][CH2:10][CH2:11][CH2:12][NH2:13])[cH:24][cH:25]1. Starting materials: C(C)(C)(C)N1S(C(=C(C1=O)Cl)C1=CC=CC=C1)(=O)=O (2-tert-Butyl-4-chloro-5-phenylisothiazol-3(2H)-one 1,1-dioxide), ClC=1C=C(C=CC1OC)CCN ([2-(3-chloro-4-methoxyphenyl)ethyl]amine), H+. The product is ClC=1C=C(C=CC1OC)CCNC=1C(N(S(C1C1=CC=CC=C1)(=O)=O)C(C)C)=O (4-{[2-(3-Chloro-4-methoxyphenyl)ethyl]amino}-2-isopropyl-5-phenylisothiazol-3(2H)-one 1,1-dioxide). RXN SMILES: [C:1]([N:5]1[C:9](=[O:10])[C:8](Cl)=[C:7]([C:12]2[CH:17]=[CH:16][CH:15]=[CH:14][CH:13]=2)[S:6]1(=[O:19])=[O:18])([CH3:4])([CH3:3])C.[Cl:20][C:21]1[CH:22]=[C:23]([CH2:29][CH2:30][NH2:31])[CH:24]=[CH:25][C:26]=1[O:27][CH3:28]>>[Cl:20][C:21]1[CH:22]=[C:23]([CH2:29][CH2:30][NH:31][C:8]2[C:9](=[O:10])[N:5]([CH:1]([CH3:3])[CH3:4])[S:6](=[O:18])(=[O:19])[C:7]=2[C:12]2[CH:13]=[CH:14][CH:15]=[CH:16][CH:17]=2)[CH:24]=[CH:25][C:26]=1[O:27][CH3:28]. Procedure details: The title compound was prepared from 2-tert-Butyl-4-chloro-5-phenylisothiazol-3(2H)-one 1,1-dioxide and [2-(3-chloro-4-methoxyphenyl)ethyl]amine in a similar manner as described for Example 24. 1H NMR (500 MHz DMSO-d6): δ 7.55-7.47 (m, 5H), 7.34 (t, 1H), 6.94 (d, 1H), 6.65 (dd, 1H), 6.61 (d, 1H), 4.32 (qt, 1H), 3.78 (s, 3H), 3.03-2.96 (m, 2H), 2.43-2.37 (m, 2H), 1.46 (d, 6H); 13C NMR (125 MHz DMSO-d6): δ 158.7, 153.7, 136.1, 132.4, 131.9, 130.3, 129.4, 128.8, 126.1, 121.3, 113.3, 105.0, 56.7, 47... Reactants: C(C)(C)(C)OC(=O)N1[C@H](CCC1)COC1=CC=C(C=C1)OC1=CC=C(C=C1)Cl ((R)-2-[4-(4-chloro-phenoxy)-phenoxymethyl]-pyrrolidine-1-carboxylic acid tert-butyl ester), Cl (HCl). The solvent is O1CCOCC1 (dioxane). Product: ClC1=CC=C(OC2=CC=C(OC[C@@H]3NCCC3)C=C2)C=C1 ((R)-2-[4-(4-Chloro-phenoxy)-phenoxymethyl]-pyrrolidine). Yield: 94.6%. Reaction SMILES: C(OC([N:8]1[CH2:12][CH2:11][CH2:10][C@@H:9]1[CH2:13][O:14][C:15]1[CH:20]=[CH:19][C:18]([O:21][C:22]2[CH:27]=[CH:26][C:25]([Cl:28])=[CH:24][CH:23]=2)=[CH:17][CH:16]=1)=O)(C)(C)C.Cl>O1CCOCC1>[Cl:28][C:25]1[CH:26]=[CH:27][C:22]([O:21][C:18]2[CH:19]=[CH:20][C:15]([O:14][CH2:13][C@H:9]3[CH2:10][CH2:11][CH2:12][NH:8]3)=[CH:16][CH:17]=2)=[CH:23][CH:24]=1. Procedure: Following the general procedure for Example 11 (step 4), the product from step 3 (3.60 g, 8.91 mmol) was treated with 4M HCl in dioxane (6 mL) to afford the title compound (2.56 g, 84%) as a white solid. Product: COc1nc(Cl)c(Cl)nc1NS(=O)(=O)c1ccc(Cl)cc1. Starting materials: O=S(=O)(Cl)c1ccc(Cl)cc1, COc1nc(Cl)c(Cl)nc1N. RXN SMILES: [Cl:12][c:13]1[cH:14][cH:15][c:16]([S:19](=[O:20])(=[O:21])[Cl:22])[cH:17][cH:18]1.[Cl:1][c:2]1[n:3][c:4]([O:10][CH3:11])[c:5]([NH2:9])[n:6][c:7]1[Cl:8]>>[Cl:1][c:2]1[n:3][c:4]([O:10][CH3:11])[c:5]([NH:9][S:19]([c:16]2[cH:15][cH:14][c:13]([Cl:12])[cH:18][cH:17]2)(=[O:20])=[O:21])[n:6][c:7]1[Cl:8]. The reactants are [Cl-].[P+]=O (phosphorous oxide chloride), ice water, CN(C=O)C(C#C)C (N-Methyl-N-(1-methyl-prop-2-ynyl)-formamide), ClC1=C(C=C(OC2=CC(=C(C=N2)N)C)C=C1)C(F)(F)F (6-(4-Chloro-3-trifluoromethyl-phenoxy)-4-methyl-pyridin-3-ylamine), [OH-].[Na+] (NaOH). Run in ClCCl (dichloromethane), ClCCl (dichloromethane), ClCCl (dichloromethane). Conditions: time 1 hour. Product: ClC1=C(C=C(OC2=CC(=C(C=N2)N=CN(C(C#C)C)C)C)C=C1)C(F)(F)F (N′-[6-(4-chloro-3-trifluoromethyl-phenoxy)-4-methyl-pyridin-3-yl]-N-methyl-N-(1-methyl-prop-2-ynyl)-formamidine). Isolated yield 50.0%. RXN SMILES: [CH3:1][N:2]([CH:5]([CH3:8])[C:6]#[CH:7])[CH:3]=O.[Cl-].[P+]=O.[Cl:12][C:13]1[CH:27]=[CH:26][C:16]([O:17][C:18]2[N:23]=[CH:22][C:21]([NH2:24])=[C:20]([CH3:25])[CH:19]=2)=[CH:15][C:14]=1[C:28]([F:31])([F:30])[F:29].[OH-].[Na+]>ClCCl>[Cl:12][C:13]1[CH:27]=[CH:26][C:16]([O:17][C:18]2[N:23]=[CH:22][C:21]([N:24]=[CH:3][N:2]([CH3:1])[CH:5]([CH3:8])[C:6]#[CH:7])=[C:20]([CH3:25])[CH:19]=2)=[CH:15][C:14]=1[C:28]([F:31])([F:29])[F:30] |f:1.2,4.5,^3:9|. Reported procedure: In a 25 ml single-necked round-bottomed flask, N-Methyl-N-(1-methyl-prop-2-ynyl)-formamide (223 mg) is solubilized in dry dichloromethane (4 ml) at ambient temperature (colourless solution). Under stirring a mixture of phosphorous oxide chloride (0.18 ml) in dichloromethane (1 ml) is added dropwise by syringe. Stirring at ambient temperature is continued for 1 hour. To this solution, 6-(4-Chloro-3-trifluoromethyl-phenoxy)-4-methyl-pyridin-3-ylamine (303 mg) dissolved in 10 ml of dry dichlorometh...